This data is from the Open Reaction Database (ORD), a public repository of structured organic reaction records. The task is: describe an organic reaction: reactants, conditions, products, and yield Reactants: C(C)OC(=O)C1=CC=C(O1)CN1C(=NC2=C1C=CC=C2)Cl (1-(5-(ethoxycarbonyl)fur-2-ylmethyl)-2-chloro-1H-benzimidazole), C(C)(=O)OCC (ethyl acetate), N1CCNCCC1 ([1,4]diazepane), N12CCCCCC2=NCCC1 (1,8-diazabicyclo[5.4.0]undec-7-ene). Run in N1=CC=CC=C1 (pyridine). Reaction conditions: time 2 day. Product: C(C)OC(=O)C1=CC=C(O1)CN1C(=NC2=C1C=CC=C2)N2CCNCCC2 (4-(1-(5-(ethoxycarbonyl)fur-2-ylmethyl)-1H-benzimidazol-2-yl)[1,4]diazepane). RXN SMILES: [CH2:1]([O:3][C:4]([C:6]1[O:10][C:9]([CH2:11][N:12]2[C:16]3[CH:17]=[CH:18][CH:19]=[CH:20][C:15]=3[N:14]=[C:13]2Cl)=[CH:8][CH:7]=1)=[O:5])[CH3:2].[NH:22]1[CH2:28][CH2:27][CH2:26][NH:25][CH2:24][CH2:23]1.N12CCCN=C1CCCCC2.C(OCC)(=O)C>N1C=CC=CC=1>[CH2:1]([O:3][C:4]([C:6]1[O:10][C:9]([CH2:11][N:12]2[C:16]3[CH:17]=[CH:18][CH:19]=[CH:20][C:15]=3[N:14]=[C:13]2[N:22]2[CH2:28][CH2:27][CH2:26][NH:25][CH2:24][CH2:23]2)=[CH:8][CH:7]=1)=[O:5])[CH3:2]. Reported procedure: Combine 1-(5-(ethoxycarbonyl)fur-2-ylmethyl)-2-chloro-1H-benzimidazole (10 mmol), [1,4]diazepane (10 mmol), and 1,8-diazabicyclo[5.4.0]undec-7-ene (1.8 mL) in pyridine (20 mL). Heat to reflux. After 2 days, evaporate in vacuo to give a residue. Combine the residue and ethyl acetate. Extract with water and brine. Dry the the organic layer over Na2SO4, filter, and evaporate in vacuo to give 4-(1-(5-(ethoxycarbonyl)fur-2-ylmethyl)-1H-benzimidazol-2-yl)[1,4]diazepane.